Dataset: the Open Reaction Database (ORD), a public repository of structured organic reaction records. Task: describe an organic reaction: reactants, conditions, products, and yield The reactants are C1CCOC1, COC(=O)COc1ccc(N(C)c2nc(C)nc3ccccc23)cc1, O=P([O-])([O-])[O-]. Yields the product Cc1nc(N(C)c2ccc(OCC(=O)O)cc2)c2ccccc2n1. As a reaction SMILES: [CH2:26]1[O:27][CH2:28][CH2:29][CH2:30]1.[CH3:1][O:2][C:3]([CH2:4][O:5][c:6]1[cH:7][cH:8][c:9]([N:12]([c:13]2[n:14][c:15]([CH3:23])[n:16][c:17]3[cH:18][cH:19][cH:20][cH:21][c:22]23)[CH3:24])[cH:10][cH:11]1)=[O:25].[O-:31][P:32](=[O:33])([O-:34])[O-:35]>>[O:2]=[C:3]([CH2:4][O:5][c:6]1[cH:7][cH:8][c:9]([N:12]([c:13]2[n:14][c:15]([CH3:23])[n:16][c:17]3[cH:18][cH:19][cH:20][cH:21][c:22]23)[CH3:24])[cH:10][cH:11]1)[OH:25].